From a dataset of the Open Reaction Database (ORD), a public repository of structured organic reaction records. describe an organic reaction: reactants, conditions, products, and yield The reactants are C(C)(C)(C)OC(=O)N[C@@H](CCSC)C(=O)OC1CCCN(C2=C1C=C(C=C2)Cl)C(C2=C(C=C(C=C2)NC(C2=C(C=CC=C2)C)=O)OC)=O (5-(N-tert-butoxycarbonyl-L-methionyloxy)-7-chloro-1-[2-methoxy-4-(2-methylbenzoylamino)benzoyl]-2,3,4,5-tetrahydro-1H-benzazepine), FC(C(=O)O)(F)F (trifluoroacetic acid), C1(=CC=CC=C1)OC (anisole). The product is N[C@@H](CCSC)C(=O)OC1CCCN(C2=C1C=C(C=C2)Cl)C(C2=C(C=C(C=C2)NC(C2=C(C=CC=C2)C)=O)OC)=O (5-(L-methionyloxy)-7-chloro-1-[2-methoxy-4-(2-methylbenzoylamino)benzoyl]-2,3,4,5-tetrahydro-1H-benzazepine). The yield is 32.2%. As a reaction SMILES: C(OC([NH:8][C@H:9]([C:14]([O:16][CH:17]1[C:23]2[CH:24]=[C:25]([Cl:28])[CH:26]=[CH:27][C:22]=2[N:21]([C:29](=[O:48])[C:30]2[CH:35]=[CH:34][C:33]([NH:36][C:37](=[O:45])[C:38]3[CH:43]=[CH:42][CH:41]=[CH:40][C:39]=3[CH3:44])=[CH:32][C:31]=2[O:46][CH3:47])[CH2:20][CH2:19][CH2:18]1)=[O:15])[CH2:10][CH2:11][S:12][CH3:13])=O)(C)(C)C.FC(F)(F)C(O)=O.C1(OC)C=CC=CC=1>>[NH2:8][C@H:9]([C:14]([O:16][CH:17]1[C:23]2[CH:24]=[C:25]([Cl:28])[CH:26]=[CH:27][C:22]=2[N:21]([C:29](=[O:48])[C:30]2[CH:35]=[CH:34][C:33]([NH:36][C:37](=[O:45])[C:38]3[CH:43]=[CH:42][CH:41]=[CH:40][C:39]=3[CH3:44])=[CH:32][C:31]=2[O:46][CH3:47])[CH2:20][CH2:19][CH2:18]1)=[O:15])[CH2:10][CH2:11][S:12][CH3:13]. Procedure: A uniform solution of 5-(N-tert-butoxycarbonyl-L-methionyloxy)-7-chloro-1-[2-methoxy-4-(2-methylbenzoylamino)benzoyl]-2,3,4,5-tetrahydro-1H-benzazepine (1.27 g), trifluoroacetic acid (2.5 ml) and anisole (0.6 ml) is stirred at room temperature for 2 hours. The trifluoroacetic acid is almost distilled off under reduced pressure, and the residue is acidified with an 0.2 N aqueous sodium hydroxide solution, and the mixture is extracted with dichloromethane. The dichloromethane layer is washed with ... Starting materials: O=C([O-])[O-], O=S(=O)(CCCCl)N(Cc1ccccc1)Cc1ccccc1, CC(=O)N(c1ccc(Cl)cc1)C1CC(C)N(C(=O)c2ccc(O)cc2)c2ccccc21, [Cs+], [Cs+], CN(C)C=O. Product: CC(=O)N(c1ccc(Cl)cc1)C1CC(C)N(C(=O)c2ccc(OCCCS(=O)(=O)N(Cc3ccccc3)Cc3ccccc3)cc2)c2ccccc21. Reaction SMILES: [C:32](=[O:33])([O-:34])[O-:35].[CH2:38]([c:39]1[cH:40][cH:41][cH:42][cH:43][cH:44]1)[N:45]([S:46](=[O:47])(=[O:48])[CH2:49][CH2:50][CH2:51][Cl:52])[CH2:53][c:54]1[cH:55][cH:56][cH:57][cH:58][cH:59]1.[Cl:1][c:2]1[cH:3][cH:4][c:5]([N:8]([C:9]([CH3:10])=[O:11])[CH:12]2[CH2:13][CH:14]([CH3:31])[N:15]([C:22]([c:23]3[cH:24][cH:25][c:26]([OH:29])[cH:27][cH:28]3)=[O:30])[c:16]3[cH:17][cH:18][cH:19][cH:20][c:21]32)[cH:6][cH:7]1.[Cs+:36].[Cs+:37].[O:60]=[CH:61][N:62]([CH3:63])[CH3:64]>>[Cl:1][c:2]1[cH:3][cH:4][c:5]([N:8]([C:9]([CH3:10])=[O:11])[CH:12]2[CH2:13][CH:14]([CH3:31])[N:15]([C:22]([c:23]3[cH:24][cH:25][c:26]([O:29][CH2:51][CH2:50][CH2:49][S:46]([N:45]([CH2:38][c:39]4[cH:40][cH:41][cH:42][cH:43][cH:44]4)[CH2:53][c:54]4[cH:55][cH:56][cH:57][cH:58][cH:59]4)(=[O:47])=[O:48])[cH:27][cH:28]3)=[O:30])[c:16]3[cH:17][cH:18][cH:19][cH:20][c:21]32)[cH:6][cH:7]1. Reactants: [Al+3], [Br-], [Br-], [Br-], COc1ccc2c(c1)C(=O)CC2, Cl, c1ccccc1. Product: O=C1CCc2ccc(O)cc21. RXN SMILES: [Al+3:14].[Br-:13].[Br-:15].[Br-:16].[CH3:1][O:2][c:3]1[cH:4][cH:5][c:6]2[c:10]([cH:11]1)[C:9](=[O:12])[CH2:8][CH2:7]2.[ClH:17].[cH:18]1[cH:19][cH:20][cH:21][cH:22][cH:23]1>>[OH:2][c:3]1[cH:4][cH:5][c:6]2[c:10]([cH:11]1)[C:9](=[O:12])[CH2:8][CH2:7]2. Starting materials: ClC1=CC(=C(C=C1)C(CC(=O)C=1C=CC(NC1)=O)C1=CC=C(C=C1)S(=O)(=O)C)C (5-(3-(4-chloro-2-methylphenyl)-3-(4-(methylsulfonyl)phenyl)propanoyl)pyridin-2(1H)-one), BrCCOCCOC (1-bromo-2-(2-methoxyethoxy)ethane), C([O-])([O-])=O.[K+].[K+] (potassium carbonate). The reagents and catalysts are [I-].C(CCC)[N+](CCCC)(CCCC)CCCC (tetrabutylammonium iodide). Yields the product ClC1=CC(=C(C=C1)C(CC(=O)C=1C=CC(N(C1)CCOCCOC)=O)C1=CC=C(C=C1)S(=O)(=O)C)C (5-(3-(4-Chloro-2-methylphenyl)-3-(4-(methylsulfonyl)phenyl)propanoyl)-1-(2-(2-methoxyethoxy)ethyl)pyridin-2(1H)-one). Reaction SMILES: [Cl:1][C:2]1[CH:7]=[CH:6][C:5]([CH:8]([C:19]2[CH:24]=[CH:23][C:22]([S:25]([CH3:28])(=[O:27])=[O:26])=[CH:21][CH:20]=2)[CH2:9][C:10]([C:12]2[CH:13]=[CH:14][C:15](=[O:18])[NH:16][CH:17]=2)=[O:11])=[C:4]([CH3:29])[CH:3]=1.Br[CH2:31][CH2:32][O:33][CH2:34][CH2:35][O:36][CH3:37].C(=O)([O-])[O-].[K+].[K+]>[I-].C([N+](CCCC)(CCCC)CCCC)CCC>[Cl:1][C:2]1[CH:7]=[CH:6][C:5]([CH:8]([C:19]2[CH:20]=[CH:21][C:22]([S:25]([CH3:28])(=[O:26])=[O:27])=[CH:23][CH:24]=2)[CH2:9][C:10]([C:12]2[CH:13]=[CH:14][C:15](=[O:18])[N:16]([CH2:31][CH2:32][O:33][CH2:34][CH2:35][O:36][CH3:37])[CH:17]=2)=[O:11])=[C:4]([CH3:29])[CH:3]=1 |f:2.3.4,5.6|. Procedure details: In analogy to example 161, step 1, 5-(3-(4-chloro-2-methylphenyl)-3-(4-(methylsulfonyl)phenyl)propanoyl)pyridin-2(1H)-one was reacted with 1-bromo-2-(2-methoxyethoxy)ethane in the presence of potassium carbonate and a catalytic amount of tetrabutylammonium iodide to give the title compound as a light brown oil, MS (ESI+): m/z=532.2 [M+H]+. RXN SMILES: [CH2:1]([O:3][C:4](=[O:7])[CH2:5]Cl)[CH3:2].[C:8]([O:12][CH2:13][CH3:14])(=[O:11])[CH:9]=[CH2:10].[H-].[Na+]>CN(C=O)C>[C@@H:9]1([C:8]([O:12][CH2:13][CH3:14])=[O:11])[CH2:10][C@H:5]1[C:4]([O:3][CH2:1][CH3:2])=[O:7] |f:2.3|. Conditions: time 16 hour. The reactants are C(C)OC(CCl)=O (Ethyl-2-chloroacetate), C(C=C)(=O)OCC (ethyl prop-2-enoate), [H-].[Na+] (Sodium hydride). Run in CN(C)C=O (DMF). Procedure: Ethyl-2-chloroacetate (147 g, 1.20 mol) was added to a stirred solution of ethyl prop-2-enoate (150 g, 1.50 mol) in DMF (700 mL) at 0° C. Sodium hydride (60% w/w, 48.0 g, 1.20 mol) was added portion-wise to the reaction mixture at 0° C. over a period of 2 hours. The reaction mixture was allowed to warm to room temperature. After 16 hours, the reaction mixture was quenched with ice water (500 mL) and extracted with ethyl acetate (2×1.0 L). The organic layers were combined, washed with water (500 ... Yields the product [C@@H]1([C@@H](C1)C(=O)OCC)C(=O)OCC (diethyl rel-(1R,2R)-cyclopropane-1,2-dicarboxylate). RXN SMILES: [NH2:1][C:2]1[CH:3]=[C:4]([CH:9]=[CH:10][C:11]=1[CH2:12][CH:13](OC)OC)[C:5]([O:7][CH3:8])=[O:6].O=[C:19]1[CH2:24][CH2:23][N:22]([C:25]([O:27][CH2:28][C:29]2[CH:34]=[CH:33][CH:32]=[CH:31][CH:30]=2)=[O:26])[CH2:21][CH2:20]1.C(O[BH-](OC(=O)C)OC(=O)C)(=O)C.[Na+].O>C(O)(=O)C>[CH2:28]([O:27][C:25]([N:22]1[CH2:23][CH2:24][CH:19]([N:1]2[C:2]3[C:11](=[CH:10][CH:9]=[C:4]([C:5]([O:7][CH3:8])=[O:6])[CH:3]=3)[CH:12]=[CH:13]2)[CH2:20][CH2:21]1)=[O:26])[C:29]1[CH:30]=[CH:31][CH:32]=[CH:33][CH:34]=1 |f:2.3|. Reactants: NC=1C=C(C(=O)OC)C=CC1CC(OC)OC (methyl 3-amino-4-(2,2-dimethoxyethyl)benzoate), O=C1CCN(CC1)C(=O)OCC1=CC=CC=C1 (benzyl 4-oxo-1-piperidinecarboxylate), O (water), C(C)(=O)O[BH-](OC(C)=O)OC(C)=O.[Na+] (sodium triacetoxyborohydride). The solvent is C(C)(=O)O (acetic acid). Isolated yield 88.9%. Yields the product C(C1=CC=CC=C1)OC(=O)N1CCC(CC1)N1C=CC2=CC=C(C=C12)C(=O)OC (methyl 1-(1-benzyloxycarbonylpiperidin-4-yl)-1H-indole-6-carboxylate). Procedure details: 44.3 g of methyl 3-amino-4-(2,2-dimethoxyethyl)benzoate synthesized according to the publication (Tetrahedron Letters, Vol. 37, No. 34, pp. 6045-6048) and 64.9 g of benzyl 4-oxo-1-piperidinecarboxylate were dissolved in 485 ml of acetic acid, followed by stirring at room temperature. Approximately 20 minutes later, 58.9 g of sodium triacetoxyborohydride was added to the reaction solution. Then, the reaction solution was further stirred for 2 hours. Thereafter, 485 ml of water was added to the re... Starting materials: Cc1ccc(C(C)C)c(Br)c1, C1CNCCN1. The product is Cc1ccc(C(C)C)c(N2CCNCC2)c1. As a reaction SMILES: [Br:7][c:8]1[c:9]([CH:15]([CH3:16])[CH3:17])[cH:10][cH:11][c:12]([CH3:14])[cH:13]1.[CH2:1]1[CH2:2][NH:3][CH2:4][CH2:5][NH:6]1>>[CH2:1]1[CH2:2][N:3]([c:8]2[c:9]([CH:15]([CH3:16])[CH3:17])[cH:10][cH:11][c:12]([CH3:14])[cH:13]2)[CH2:4][CH2:5][NH:6]1. Starting materials: [C-]#N, C=CCNc1c(S(C)(=O)=O)ccc(C(=O)O)c1C, CCN=C=NCCCN(C)C, CC#N, Cl, [K+], Cn1nccc1O. Yields the product C=CCNc1c(S(C)(=O)=O)ccc(C(=O)c2cnn(C)c2O)c1C. As a reaction SMILES: [C-:38]#[N:39].[CH2:1]([CH:2]=[CH2:3])[NH:4][c:5]1[c:6]([CH3:18])[c:7]([C:8](=[O:9])[OH:10])[cH:11][cH:12][c:13]1[S:14](=[O:15])(=[O:16])[CH3:17].[CH3:27][N:28]([CH3:29])[CH2:30][CH2:31][CH2:32][N:33]=[C:34]=[N:35][CH2:36][CH3:37].[CH3:41][C:42]#[N:43].[ClH:26].[K+:40].[OH:19][c:20]1[cH:21][cH:22][n:23][n:24]1[CH3:25]>>[CH2:1]([CH:2]=[CH2:3])[NH:4][c:5]1[c:6]([CH3:18])[c:7]([C:8](=[O:10])[c:21]2[c:20]([OH:19])[n:24]([CH3:25])[n:23][cH:22]2)[cH:11][cH:12][c:13]1[S:14](=[O:15])(=[O:16])[CH3:17].